Dataset: the Open Reaction Database (ORD), a public repository of structured organic reaction records. Task: describe an organic reaction: reactants, conditions, products, and yield The reactants are [Cl-], O=C(CCl)Cc1cccs1, O=S(Cl)Cl, O=C(O)Cc1csc2ccccc12. Yields the product O=C(CCl)Cc1csc2ccccc12. Reaction SMILES: [Cl-:11].[Cl:1][CH2:2][C:3](=[O:4])[CH2:5][c:6]1[s:7][cH:8][cH:9][cH:10]1.[S:25]([Cl:26])([Cl:27])=[O:28].[s:12]1[c:13]2[c:14]([c:15]([CH2:17][C:18](=[O:19])[OH:20])[cH:16]1)[cH:21][cH:22][cH:23][cH:24]2>>[Cl:1][CH2:2][C:18]([CH2:17][c:15]1[c:14]2[c:13]([s:12][cH:16]1)[cH:24][cH:23][cH:22][cH:21]2)=[O:20]. Reactants: C1CCC(=C2C=CC=C2)CC1 (6,6-pentamethylenefulvene), C1C=CC2=CC=CC=C12 (Indene), O1CCCC1 (THF), C(CCC)[Li] (n-butyl lithium). Run in O (water). Reaction conditions: time 3 hour. Product: C1(C=CC=C1)C1(CCCCC1)C1C=CC2=CC=CC=C12 (1-cyclopentadienyl-1-indenylcyclohexane). The yield is 68.8%. RXN SMILES: [CH2:1]1[C:9]2[C:4](=[CH:5][CH:6]=[CH:7][CH:8]=2)[CH:3]=[CH:2]1.O1CCCC1.C([Li])CCC.[CH2:20]1[CH2:30][CH2:29][C:23](=[C:24]2[CH:28]=[CH:27][CH:26]=[CH:25]2)[CH2:22][CH2:21]1>O>[CH:24]1([C:23]2([CH:1]3[C:9]4[C:4](=[CH:5][CH:6]=[CH:7][CH:8]=4)[CH:3]=[CH:2]3)[CH2:29][CH2:30][CH2:20][CH2:21][CH2:22]2)[CH:25]=[CH:26][CH:27]=[CH:28]1. Reported procedure: Indene (5.8 g, 50 mmole) was placed in a 250 ml round bottom flask with 50 ml of THF (tetrahydrofuran). 34.3 ml (1.6 M, 55 mmole) of n-butyl lithium (n-BuLi) was added into the solution under an ice bath. The mixture turned orange red. The ice bath was removed and the mixture was stirred for 3 hours. 6.7 g of 6,6-pentamethylenefulvene (46 mmole) was added gradually to the mixture. After stirring for 24 hours, 1 ml of water was added to the mixture to terminate the reaction. The reaction mixture ... The reactants are C(C)(=O)N1CCC2=CC(=CC=C12)N(C)C (1-Acetyl-5-(N,N-dimethylamino)indoline). The solvent is Cl (HCl). Yields the product CN(C)C=1C=C2CCNC2=CC1 (5-(N,N-Dimethylamino)indoline). Yield: 60.8%. As a reaction SMILES: C([N:4]1[C:12]2[C:7](=[CH:8][C:9]([N:13]([CH3:15])[CH3:14])=[CH:10][CH:11]=2)[CH2:6][CH2:5]1)(=O)C>Cl>[CH3:15][N:13]([C:9]1[CH:8]=[C:7]2[C:12](=[CH:11][CH:10]=1)[NH:4][CH2:5][CH2:6]2)[CH3:14]. Procedure: 1-Acetyl-5-(N,N-dimethylamino)indoline (D12) (0.6 g, 2.94 mmol) in conc. HCl (0.6 ml) was heated over a steam bath for 45 min. The mixture was partitioned between sat aq. K2CO3 (50 ml) and CHCl3 (50 ml) the organic solution dried (Na2SO4), evaporated to dryness under reduced pressure and purified by column chromatography (SiO2, EtOAc/MeOH 5-10%) to afford the title compound (290 mg, 61%) which was used directly in Example 4.